From a dataset of the Open Reaction Database (ORD), a public repository of structured organic reaction records. describe an organic reaction: reactants, conditions, products, and yield Starting materials: C(C)(C)OC=1N=C(SC1)C1=CC(=C(OCCCOC=2C=C3C=CN(C3=CC2)CC(=O)OC)C=C1)OC (methyl (5-{3-[4-(4-isopropoxy-1,3-thiazol-2-yl)-2-methoxyphenoxy]propoxy}-1H-indol-1-yl)acetate), O[Li].O (LiOH.H2O). The solvent is C1CCOC1 (THF), O (water). Run at time 16 hour. Yields the product C(C)(C)OC=1N=C(SC1)C1=CC(=C(OCCCOC=2C=C3C=CN(C3=CC2)CC(=O)O)C=C1)OC ((5-{3-[4-(4-isopropoxy-1,3-thiazol-2-yl)-2-methoxyphenoxy]propoxy}-1H-indol-1-yl)acetic acid). Isolated yield 91.6%. RXN SMILES: [CH:1]([O:4][C:5]1[N:6]=[C:7]([C:10]2[CH:34]=[CH:33][C:13]([O:14][CH2:15][CH2:16][CH2:17][O:18][C:19]3[CH:20]=[C:21]4[C:25](=[CH:26][CH:27]=3)[N:24]([CH2:28][C:29]([O:31]C)=[O:30])[CH:23]=[CH:22]4)=[C:12]([O:35][CH3:36])[CH:11]=2)[S:8][CH:9]=1)([CH3:3])[CH3:2].O[Li].O>C1COCC1.O>[CH:1]([O:4][C:5]1[N:6]=[C:7]([C:10]2[CH:34]=[CH:33][C:13]([O:14][CH2:15][CH2:16][CH2:17][O:18][C:19]3[CH:20]=[C:21]4[C:25](=[CH:26][CH:27]=3)[N:24]([CH2:28][C:29]([OH:31])=[O:30])[CH:23]=[CH:22]4)=[C:12]([O:35][CH3:36])[CH:11]=2)[S:8][CH:9]=1)([CH3:2])[CH3:3] |f:1.2|. Procedure details: Methyl (5-{3-[4-(4-isopropoxy-1,3-thiazol-2-yl)-2-methoxyphenoxy]propoxy}-1H-indol-1-yl)acetate (Example 56, 204 mg, 0.40 mmol) was dissolved in THF (3 mL) in a round bottom flask, and LiOH.H2O (67 mg, 1.60 mmol) in water (1 mL) was added. The mixture was stirred at rt for 16 h. The solvents were evaporated under reduced pressure and the residue was suspended in small volume of water. The pH of the mixture was adjusted to 3 with 1 N HCl. The aqueous layer was immediately extracted with EtOAc. Th...